Dataset: the Open Reaction Database (ORD), a public repository of structured organic reaction records. Task: describe an organic reaction: reactants, conditions, products, and yield Starting materials: Cl.NC1=NN2C(N(C(=C([C@H]2C2=CC=C(C=C2)C#N)C#N)C)C2=CC(=CC=C2)C(F)(F)F)=N1 ((7R)-2-amino-7-(4-cyanophenyl)-5-methyl-4-[3-(trifluoromethyl)phenyl]-4,7-dihydro[1,2,4]triazolo[1,5-a]pyrimidine-6-carbonitrile hydrochloride), C1(CCCC1)C(=O)Cl (cyclopentanecarbonyl chloride). The solvent is N1=CC=CC=C1 (pyridine). Reaction conditions: time 12 hour. Yields the product C(#N)C1=C(N(C=2N([C@@H]1C1=CC=C(C=C1)C#N)N=C(N2)NC(=O)C2CCCC2)C2=CC(=CC=C2)C(F)(F)F)C (N-{(7R)-6-Cyano-7-(4-cyanophenyl)-5-methyl-4-[3-(trifluoromethyl)phenyl]-4,7-dihydro[1,2,4]-triazolo[1,5-a]pyrimidin-2-yl}cyclopentanecarboxamide). Reaction SMILES: Cl.[NH2:2][C:3]1[N:32]=[C:6]2[N:7]([C:22]3[CH:27]=[CH:26][CH:25]=[C:24]([C:28]([F:31])([F:30])[F:29])[CH:23]=3)[C:8]([CH3:21])=[C:9]([C:19]#[N:20])[C@@H:10]([C:11]3[CH:16]=[CH:15][C:14]([C:17]#[N:18])=[CH:13][CH:12]=3)[N:5]2[N:4]=1.[CH:33]1([C:38](Cl)=[O:39])[CH2:37][CH2:36][CH2:35][CH2:34]1>N1C=CC=CC=1>[C:19]([C:9]1[C@@H:10]([C:11]2[CH:16]=[CH:15][C:14]([C:17]#[N:18])=[CH:13][CH:12]=2)[N:5]2[N:4]=[C:3]([NH:2][C:38]([CH:33]3[CH2:37][CH2:36][CH2:35][CH2:34]3)=[O:39])[N:32]=[C:6]2[N:7]([C:22]2[CH:27]=[CH:26][CH:25]=[C:24]([C:28]([F:29])([F:31])[F:30])[CH:23]=2)[C:8]=1[CH3:21])#[N:20] |f:0.1|. Reported procedure: Under an atmosphere of argon protective gas, (7R)-2-amino-7-(4-cyanophenyl)-5-methyl-4-[3-(trifluoromethyl)phenyl]-4,7-dihydro[1,2,4]triazolo[1,5-a]pyrimidine-6-carbonitrile hydrochloride (30 mg, 66 μmol) was dissolved in abs. pyridine (1.5 ml). At room temperature, cyclopentanecarbonyl chloride (26 mg, 197 μmol, 3 eq.) was added. After 12 h, analysis of the reaction by HPLC showed substantial conversion. The reaction mixture was concentrated under reduced pressure and purified by preparative HP... The reactants are CC(C)=O, CC(CO)c1c(F)c(F)c(F)c(F)c1F, [K+], O=[Mn](=O)(=O)[O-], [Na+], O=S(=O)(O)O, O=S([O-])O. The product is CC(C(=O)O)c1c(F)c(F)c(F)c(F)c1F. Reaction SMILES: [CH3:32][C:33](=[O:34])[CH3:35].[F:1][c:2]1[c:3]([F:15])[c:4]([F:14])[c:5]([F:13])[c:6]([F:12])[c:7]1[CH:8]([CH2:9][OH:10])[CH3:11].[K+:26].[Mn:21]([O-:22])(=[O:23])(=[O:24])=[O:25].[Na+:31].[S:16]([OH:17])(=[O:18])(=[O:19])[OH:20].[S:27](=[O:28])([OH:29])[O-:30]>>[F:1][c:2]1[c:3]([F:15])[c:4]([F:14])[c:5]([F:13])[c:6]([F:12])[c:7]1[CH:8]([C:9](=[O:10])[OH:17])[CH3:11]. Starting materials: CCOC(=O)C(CC(CC)CC)(NC(=O)OCc1ccccc1)C(=O)O, CCO, [Na+], [OH-]. The product is CCC(CC)CC(NC(=O)OCc1ccccc1)(C(=O)O)C(=O)O. As a reaction SMILES: [CH2:1]([CH3:2])[O:3][C:4]([C:5]([C:6](=[O:7])[OH:8])([CH2:9][CH:10]([CH2:11][CH3:12])[CH2:13][CH3:14])[NH:15][C:16](=[O:17])[O:18][CH2:19][c:20]1[cH:21][cH:22][cH:23][cH:24][cH:25]1)=[O:26].[CH3:29][CH2:30][OH:31].[Na+:28].[OH-:27]>>[O:3]=[C:4]([C:5]([C:6](=[O:7])[OH:8])([CH2:9][CH:10]([CH2:11][CH3:12])[CH2:13][CH3:14])[NH:15][C:16](=[O:17])[O:18][CH2:19][c:20]1[cH:21][cH:22][cH:23][cH:24][cH:25]1)[OH:26]. The reactants are N#Cc1c(O)c2c(-c3ccc(Br)cc3)csc2[nH]c1=O, CCNCC, [Cu]I, CN(C)C=O, C#CCCO, Cl[Pd]Cl, c1ccc(P(c2ccccc2)c2ccccc2)cc1, c1ccc(P(c2ccccc2)c2ccccc2)cc1, c1ccc(P(c2ccccc2)c2ccccc2)cc1. Yields the product N#Cc1c(O)c2c(-c3ccc(C#CCCO)cc3)csc2[nH]c1=O. RXN SMILES: [Br:1][c:2]1[cH:3][cH:4][c:5](-[c:8]2[cH:9][s:10][c:11]3[nH:12][c:13](=[O:20])[c:14]([C:18]#[N:19])[c:15]([OH:17])[c:16]23)[cH:6][cH:7]1.[CH2:45]([NH:46][CH2:47][CH3:48])[CH3:49].[Cu:55][I:56].[O:50]=[CH:51][N:52]([CH3:53])[CH3:54].[OH:21][CH2:22][CH2:23][C:24]#[CH:25].[Pd:57]([Cl:58])[Cl:59].[c:26]1([P:27]([c:28]2[cH:29][cH:30][cH:31][cH:32][cH:33]2)[c:34]2[cH:35][cH:36][cH:37][cH:38][cH:39]2)[cH:40][cH:41][cH:42][cH:43][cH:44]1.[c:60]1([P:61]([c:62]2[cH:63][cH:64][cH:65][cH:66][cH:67]2)[c:68]2[cH:69][cH:70][cH:71][cH:72][cH:73]2)[cH:74][cH:75][cH:76][cH:77][cH:78]1.[c:79]1([P:80]([c:81]2[cH:82][cH:83][cH:84][cH:85][cH:86]2)[c:87]2[cH:88][cH:89][cH:90][cH:91][cH:92]2)[cH:93][cH:94][cH:95][cH:96][cH:97]1>>[c:2]1([C:25]#[C:24][CH2:23][CH2:22][OH:21])[cH:3][cH:4][c:5](-[c:8]2[cH:9][s:10][c:11]3[nH:12][c:13](=[O:20])[c:14]([C:18]#[N:19])[c:15]([OH:17])[c:16]23)[cH:6][cH:7]1. Reactants: COc1cccc(CSc2nc3cnccc3[nH]2)c1, CO, O, OO, O=[Se]=O. The product is COc1cccc(CS(=O)c2nc3cnccc3[nH]2)c1. As a reaction SMILES: [CH3:1][O:2][c:3]1[cH:4][c:5]([CH2:9][S:10][c:11]2[nH:12][c:13]3[c:14]([cH:15][n:16][cH:17][cH:18]3)[n:19]2)[cH:6][cH:7][cH:8]1.[CH3:26][OH:27].[OH2:25].[OH:23][OH:24].[Se:20](=[O:21])=[O:22]>>[CH3:1][O:2][c:3]1[cH:4][c:5]([CH2:9][S:10]([c:11]2[nH:12][c:13]3[c:14]([cH:15][n:16][cH:17][cH:18]3)[n:19]2)=[O:21])[cH:6][cH:7][cH:8]1. Reactants: C1CCOC1, COC(OC)c1cc(OCCCCC2CCN(C)CC2)ncc1C, Cl. Product: Cc1cnc(OCCCCC2CCN(C)CC2)cc1C=O. Reaction SMILES: [CH2:26]1[O:27][CH2:28][CH2:29][CH2:30]1.[CH3:1][O:2][CH:3]([c:4]1[cH:5][c:6]([O:11][CH2:12][CH2:13][CH2:14][CH2:15][CH:16]2[CH2:17][CH2:18][N:19]([CH3:22])[CH2:20][CH2:21]2)[n:7][cH:8][c:9]1[CH3:10])[O:23][CH3:24].[ClH:25]>>[O:2]=[CH:3][c:4]1[cH:5][c:6]([O:11][CH2:12][CH2:13][CH2:14][CH2:15][CH:16]2[CH2:17][CH2:18][N:19]([CH3:22])[CH2:20][CH2:21]2)[n:7][cH:8][c:9]1[CH3:10].